From a dataset of the Open Reaction Database (ORD), a public repository of structured organic reaction records. describe an organic reaction: reactants, conditions, products, and yield The reactants are polymethyl methacrylate, polymethyl methacrylate, C1(O)=CC=C(O)C=C1 (hydroquinone), C(C=C)(=O)O.C(C=C)(=O)O.C(C=C)(=O)O.C(O)C(CC)(CO)CO (trimethylolpropane triacrylate), C(C=1C(C(=O)[O-])=CC=CC1)(=O)OCCOC(C=C)=O (2-acryloxyethyl phthalate). Solvent: C(C=1C(C(=O)OC)=CC=CC1)(=O)OC (dimethyl phthalate). Run at temperature 120 celsius. The product is COC(C(=O)C1=CC=CC=C1)(C1=CC=CC=C1)OC (2,2-dimethyloxy-2-phenyl acetophenone). The yield is 472.6%. RXN SMILES: [C:1]1([CH:8]=[CH:7][C:5](O)=[CH:4][CH:3]=1)O.[C:9](O)(=[O:12])C=C.[C:14](O)(=O)C=C.C(O)(=O)C=C.C(C(CO)(CO)CC)O.[C:33]([O:44][CH2:45]COC(=O)C=C)(=[O:43])[C:34]1[C:35](=[CH:39][CH:40]=[CH:41][CH:42]=1)C([O-])=O>C(OC)(=O)C1C(=CC=CC=1)C(OC)=O>[CH3:45][O:44][C:33]([O:43][CH3:14])([C:34]1[CH:42]=[CH:41][CH:40]=[CH:39][CH:35]=1)[C:9]([C:1]1[CH:8]=[CH:7][CH:5]=[CH:4][CH:3]=1)=[O:12] |f:1.2.3.4|. Procedure details: Isotactic polymethyl methacrylate (1.0 g), syndiotactic polymethyl methacrylate (3.0 g) and hydroquinone (0.03 g) were dissolved in a mixture of dimethyl phthalate (6.81 g), trimethylolpropane triacrylate (1.59 g) and HOA-MPL 2-acryloxyethyl phthalate (14.30 g), a product from Kyoeisha Oil and Fats K. K.) and heated to 120° C. After a clear sol was obtained 2,2-dimethyloxy-2-phenyl acetophenone (0.33 g) was added to the sol. The sol thus obtained was cast onto a 50 μm-thick polyester sheet and c... Run in ClCCl (dichloromethane), ClCCl (dichloromethane), ClCCl (dichloromethane). The yield is 58.0%. The reactants are C1(CCCCC1)N1C(N(C(CC1=O)=O)C1CCCC1)=O (1-Cyclohexyl-3-cyclopentyl-2,4,6(1H,3H,5H)-pyrimidinetrione), NC(=O)N (urea), C1(CCCCC1)N=C=O (Cyclohexyl isocyanate), C1(CCCC1)N (cyclopentylamine), C(CC(=O)Cl)(=O)Cl (Malonyl dichloride). Yields the product C1(CCCCC1)N1C(N(C(=C(C1=O)C(=O)NCC(=O)O)O)C1CCCC1)=O (N-[(3-Cyclohexyl-1-cyclopentyl-6-hydroxy-2,4-dioxo-1,2,3,4-tetrahydro-5-pyrimidinyl)carbonyl]glycine). As a reaction SMILES: [CH:1]1([N:7]2[C:12](=[O:13])[CH2:11][C:10](=[O:14])[N:9]([CH:15]3[CH2:19][CH2:18][CH2:17][CH2:16]3)[C:8]2=[O:20])[CH2:6][CH2:5][CH2:4][CH2:3][CH2:2]1.C1(N=C=[O:29])CCCCC1.C1(N)CCCC1.[NH2:36][C:37](N)=[O:38].C(Cl)(=O)[CH2:41][C:42](Cl)=[O:43]>ClCCl>[CH:1]1([N:7]2[C:12](=[O:13])[C:11]([C:37]([NH:36][CH2:41][C:42]([OH:43])=[O:29])=[O:38])=[C:10]([OH:14])[N:9]([CH:15]3[CH2:16][CH2:17][CH2:18][CH2:19]3)[C:8]2=[O:20])[CH2:2][CH2:3][CH2:4][CH2:5][CH2:6]1. Procedure details: 1-Cyclohexyl-3-cyclopentyl-2,4,6(1H,3H,5H)-pyrimidinetrione. Cyclohexyl isocyanate (14.7 g, 117.34 mmoles) in dichloromethane (500 mL) under argon was treated with a solution of cyclopentylamine (11.58 mL, 117.34 mmoles) in dichloromethane (300 mL) and stirred overnight to leave a thick suspension of the urea. Malonyl dichloride (12.55 mL, 129 mmoles) in dichloromethane (200 mL) was added and the mixture was heated under gentle reflux for 3.5 hours. The mixture was washed with 1 molar hydrochlor... Reaction conditions: time 8 hour. The reactants are CN(C(=O)SC=1C=C2C=CC(=CC2=CC1)C(=O)OC)C (methyl 6-{[(dimethylamino)carbonyl]sulfanyl}-2-naphthoate), [OH-].[K+] (KOH), COS(=O)(=O)OC (Me2SO4). The solvent is CO (MeOH). Run at temperature 5 celsius. Product: CSC=1C=C2C=CC(=CC2=CC1)C(=O)O (6-(methylsulfanyl)-2-naphthoic acid). Yield: 91.4%. Reaction SMILES: CN(C)[C:3]([S:5][C:6]1[CH:7]=[C:8]2[C:13](=[CH:14][CH:15]=1)[CH:12]=[C:11]([C:16]([O:18]C)=[O:17])[CH:10]=[CH:9]2)=O.[OH-].[K+].COS(OC)(=O)=O>CO>[CH3:3][S:5][C:6]1[CH:7]=[C:8]2[C:13](=[CH:14][CH:15]=1)[CH:12]=[C:11]([C:16]([OH:18])=[O:17])[CH:10]=[CH:9]2 |f:1.2|. Procedure details: A suspension of 158 (6.36 g, 22-mmol) in a mixture of aqueous KOH (5N, 340 mL, 1.7 mol) and MeOH (205 mL) was stirred at reflux for 3 h, then cooled to 5° C. and treated dropwise with Me2SO4 (26 mL. 275 mmol). After stirring at room temperature for a further 4 h the mixture was concentrated to half volume, acidified with dilute aqueous HCl, and the precipitated product was crystallised from EtOAc/hexane to give 6-(methylsulfanyl)-2-naphthoic acid (159) (4.39 g, 91%) as a white solid: mp (MeOH) 2... Starting materials: C(#N)CP(OCC)(OCC)=O (diethyl cyanomethylphosphonate), [H-].[Na+] (sodium hydride), BrC1=C(C2=CN(N=C2C=C1)C)C=O (5-bromo-2-methyl-2H-indazole-4-carbaldehyde). Solvent: O1CCCC1 (tetrahydrofuran), O1CCCC1 (tetrahydrofuran), [Cl-].[NH4+] (ammonium chloride). Run at temperature 0 celsius, time 15 minute. Product: BrC1=C(C2=CN(N=C2C=C1)C)/C=C/C#N ((2E)-3-(5-bromo-2-methyl-2H-indazol-4-yl)acrylonitrile). The yield is 98.0%. As a reaction SMILES: [C:1]([CH2:3]P(=O)(OCC)OCC)#[N:2].[H-].[Na+].[Br:14][C:15]1[CH:23]=[CH:22][C:21]2[C:17](=[CH:18][N:19]([CH3:24])[N:20]=2)[C:16]=1[CH:25]=O>O1CCCC1.[Cl-].[NH4+]>[Br:14][C:15]1[CH:23]=[CH:22][C:21]2[C:17](=[CH:18][N:19]([CH3:24])[N:20]=2)[C:16]=1/[CH:25]=[CH:3]/[C:1]#[N:2] |f:1.2,5.6|. Reported procedure: To a solution of diethyl cyanomethylphosphonate (88.0 μL, 0.544 mmol) in tetrahydrofuran (2 mL) was added 60% sodium hydride (20.1 mg, 0.502 mmol) under ice-cooling, and the mixture was stirred at 0° C. for 15 min. To the mixture was added a solution of 5-bromo-2-methyl-2H-indazole-4-carbaldehyde (100 mg, 0.418 mmol) in tetrahydrofuran (2 mL) under ice-cooling, and the mixture was stirred for 15 min. The reaction solution was diluted with saturated aqueous ammonium chloride solution, and the mix... Starting materials: NCCNC(=O)C=1SC=CC1NC1=C2C(=NC=C1)NC=C2 (3-(1H-Pyrrolo[2,3-b]pyridin-4-ylamino)-thiophene-2-carboxylic acid (2-amino-ethyl)-amide), NCC(O)C1=CC=CC=C1 (2-amino-1-phenyl ethanol). Yields the product OC(CNC(=O)C=1SC=CC1NC1=C2C(=NC=C1)NC=C2)C2=CC=CC=C2 (3-(1H-Pyrrolo[2,3-b]pyridin-4-ylamino)-thiophene-2-carboxylic acid (2-hydroxy-2-phenyl-ethyl)-amide). RXN SMILES: NCCN[C:5]([C:7]1[S:8][CH:9]=[CH:10][C:11]=1[NH:12][C:13]1[CH:18]=[CH:17][N:16]=[C:15]2[NH:19][CH:20]=[CH:21][C:14]=12)=[O:6].[NH2:22][CH2:23][CH:24]([C:26]1[CH:31]=[CH:30][CH:29]=[CH:28][CH:27]=1)[OH:25]>>[OH:25][CH:24]([C:26]1[CH:31]=[CH:30][CH:29]=[CH:28][CH:27]=1)[CH2:23][NH:22][C:5]([C:7]1[S:8][CH:9]=[CH:10][C:11]=1[NH:12][C:13]1[CH:18]=[CH:17][N:16]=[C:15]2[NH:19][CH:20]=[CH:21][C:14]=12)=[O:6]. Procedure details: This compound was prepared in an analogous manner as 3-(1H-Pyrrolo[2,3-b]pyridin-4-ylamino)-thiophene-2-carboxylic acid (2-amino-ethyl)-amide using 2-amino-1-phenyl ethanol instead of tert-butyl-2-amino ethyl carbamate. LCMS (ESI) 379 (M+H) 1H NMR (400 MHz, DMSO-d6) δ ppm 11.53 (1H, br. s.) 10.17 (1H, s) 8.07 (1H, t, J=5.37 Hz) 8.02 (1H, d, J=5.47 Hz) 7.77 (1H, d, J=5.47 Hz) 7.45 (1H, d, J=5.27 Hz) 7.27-7.38 (6H, m) 7.18-7.26 (1H, m) 6.79 (1H, d, J=5.47 Hz) 6.44 (1H, d, J=3.51 Hz) 5.51 (1H, d, J... RXN SMILES: [NH2:1][C:2]1[C:3]([F:24])=[C:4]([C:8]2[N:9]=[C:10]([C:20]([CH3:23])([CH3:22])[CH3:21])[S:11][C:12]=2[C:13]2[CH:18]=[CH:17][N:16]=[C:15]([NH2:19])[N:14]=2)[CH:5]=[CH:6][CH:7]=1.[C:25]1([S:31](Cl)(=[O:33])=[O:32])[CH:30]=[CH:29][CH:28]=[CH:27][CH:26]=1>>[NH2:19][C:15]1[N:14]=[C:13]([C:12]2[S:11][C:10]([C:20]([CH3:21])([CH3:23])[CH3:22])=[N:9][C:8]=2[C:4]2[C:3]([F:24])=[C:2]([NH:1][S:31]([C:25]3[CH:30]=[CH:29][CH:28]=[CH:27][CH:26]=3)(=[O:33])=[O:32])[CH:7]=[CH:6][CH:5]=2)[CH:18]=[CH:17][N:16]=1. Procedure: Following a procedure analogous to the procedure described in Intermediate 14 using 4 4-[4-(3-amino-2-fluorophenyl)-2-(1,1-dimethylethyl)-1,3-thiazol-5-yl]-2-pyrimidinamine (65 mg, 0.189 mmol) and benzenesulfonyl chloride (0.029 mL, 0.227 mmol), the title compound was obtained as an off white solid (60 mg, 65% yield). MS (ESI): 484 [M+H]+. Reactants: C1(=CC=CC=C1)S(=O)(=O)Cl (benzenesulfonyl chloride), Intermediate 14, NC=1C(=C(C=CC1)C=1N=C(SC1C1=NC(=NC=C1)N)C(C)(C)C)F (4-[4-(3-amino-2-fluorophenyl)-2-(1,1-dimethylethyl)-1,3-thiazol-5-yl]-2-pyrimidinamine). Product: NC1=NC=CC(=N1)C1=C(N=C(S1)C(C)(C)C)C=1C(=C(C=CC1)NS(=O)(=O)C1=CC=CC=C1)F (N-{3-[5-(2-amino-4-pyrimidinyl)-2-(1,1-dimethylethyl)-1,3-thiazol-4-yl]-2-fluorophenyl}benzenesulfonamide), solid. Yield: 65.0%. Starting materials: BrC=1N=CC(=C2C1NC=C2C(C(=O)N2CCN(CC2)C2=NN=NN2C2=CC=CC=C2)=O)F (1-(7-bromo-4-fluoro-1H-pyrrolo[2,3-c]pyridin-3-yl)-2-(4-(1-phenyl-1H-tetrazol-5-yl)piperazin-1-yl)ethane-1,2-dione), C(CCC)[Sn](C(=C)OCC)(CCCC)CCCC (tributyl(1-ethoxyvinyl)tin). The reagents and catalysts are C=1C=CC(=CC1)[P](C=2C=CC=CC2)(C=3C=CC=CC3)[Pd]([P](C=4C=CC=CC4)(C=5C=CC=CC5)C=6C=CC=CC6)([P](C=7C=CC=CC7)(C=8C=CC=CC8)C=9C=CC=CC9)[P](C=1C=CC=CC1)(C=1C=CC=CC1)C=1C=CC=CC1 (Pd(PPh3)4). Solvent: O1CCOCC1 (1,4-dioxane). Conditions: temperature 100 celsius. Product: C(C)(=O)C=1N=CC(=C2C1NC=C2C(C(=O)N2CCN(CC2)C2=NN=NN2C2=CC=CC=C2)=O)F (1-(7-acetyl-4-fluoro-1H-pyrrolo[2,3-c]pyridin-3-yl)-2-(4-(1-phenyl-1H-tetrazol-5-yl)piperazin-1-yl)ethane-1,2-dione). Isolated yield 27.0%. Reaction SMILES: Br[C:2]1[N:3]=[CH:4][C:5]([F:32])=[C:6]2[C:10]([C:11](=[O:31])[C:12]([N:14]3[CH2:19][CH2:18][N:17]([C:20]4[N:24]([C:25]5[CH:30]=[CH:29][CH:28]=[CH:27][CH:26]=5)[N:23]=[N:22][N:21]=4)[CH2:16][CH2:15]3)=[O:13])=[CH:9][NH:8][C:7]=12.C([Sn](CCCC)(CCCC)[C:38]([O:40]CC)=[CH2:39])CCC>O1CCOCC1.C1C=CC([P]([Pd]([P](C2C=CC=CC=2)(C2C=CC=CC=2)C2C=CC=CC=2)([P](C2C=CC=CC=2)(C2C=CC=CC=2)C2C=CC=CC=2)[P](C2C=CC=CC=2)(C2C=CC=CC=2)C2C=CC=CC=2)(C2C=CC=CC=2)C2C=CC=CC=2)=CC=1>[C:38]([C:2]1[N:3]=[CH:4][C:5]([F:32])=[C:6]2[C:10]([C:11](=[O:31])[C:12]([N:14]3[CH2:19][CH2:18][N:17]([C:20]4[N:24]([C:25]5[CH:30]=[CH:29][CH:28]=[CH:27][CH:26]=5)[N:23]=[N:22][N:21]=4)[CH2:16][CH2:15]3)=[O:13])=[CH:9][NH:8][C:7]=12)(=[O:40])[CH3:39] |^1:60,62,81,100|. Procedure: To a sealable flask containing 1-(7-bromo-4-fluoro-1H-pyrrolo[2,3-c]pyridin-3-yl)-2-(4-(1-phenyl-1H-tetrazol-5-yl)piperazin-1-yl)ethane-1,2-dione (0.10 g, 0.20 mmol) in 1,4-dioxane (5 mL) was added tributyl(1-ethoxyvinyl)tin (0.079 g, 0.22 mmol) followed by Pd(PPh3)4 (0.07 g, 0.06 mmol). The mixture was flushed with N2, and the tube was sealed and heated to 100° C. After 16h of heating, the mixture was cooled to rt, and the solvent was removed in vacuo. The residue was dissolved in DMF and was f...